From a dataset of the Open Reaction Database (ORD), a public repository of structured organic reaction records. describe an organic reaction: reactants, conditions, products, and yield Reactants: OC=1C(=C(C#N)C(=CC1Cl)Cl)Cl (3-hydroxy-2,4,6-trichlorobenzonitrile), [Na] (sodium), BrCC(=O)OCC (ethyl bromoacetate), [Na] (sodium). Solvent: CO (methanol). Yields the product COC(COC1=C(C(=C(C=C1Cl)Cl)C#N)Cl)=O (3-cyano-2,4,6-trichlorophenoxyacetic acid methyl ester). The yield is 64.5%. As a reaction SMILES: [OH:1][C:2]1[C:3]([Cl:12])=[C:4]([C:7]([Cl:11])=[CH:8][C:9]=1[Cl:10])[C:5]#[N:6].[Na].Br[CH2:15][C:16]([O:18][CH2:19]C)=[O:17]>CO>[CH3:19][O:18][C:16](=[O:17])[CH2:15][O:1][C:2]1[C:9]([Cl:10])=[CH:8][C:7]([Cl:11])=[C:4]([C:5]#[N:6])[C:3]=1[Cl:12] |^1:12|. Procedure details: 22.5 g (0.1 mol) of 3-hydroxy-2,4,6-trichlorobenzonitrile are dissolved in 240 ml of methanol with the addition of 2.3 g (0.1 mol) of metallic sodium. To the resultant suspension of the sodium salt is added 12.15 ml (0.11 mol) of ethyl bromoacetate, and the reaction mixture is heated to reflux until solution is complete. After filtration over active carbon, the solution is cooled and stirred for several hours in an ice bath. The resultant crystalline precipitate is vacuum-filtered, washed with a... Reactants: CC1=NN=C(O1)C=1C=CC2=C(N(C=N2)C2=CC=C(C=C2)SC)C1 (6-(5-methyl-1,3,4-oxadiazol-2-yl)-1-[4-(methylthio)phenyl]-1H-benzimidazole), ClC1=CC(=CC=C1)C(=O)OO (m-chloroperbenzoic acid), S(=S)(=O)([O-])[O-].[Na+].[Na+] (sodium thiosulfate). Solvent: ClCCl (dichloromethane). Conditions: time 1 hour. Product: CC1=NN=C(O1)C=1C=CC2=C(N(C=N2)C2=CC=C(C=C2)S(=O)(=O)C)C1 (6-(5-methyl-1,3,4-oxadiazol-2-yl)-1-[4-(methylsulfonyl)phenyl]-1H-benzimidazole). Isolated yield 85.0%. As a reaction SMILES: [CH3:1][C:2]1[O:6][C:5]([C:7]2[CH:8]=[CH:9][C:10]3[N:14]=[CH:13][N:12]([C:15]4[CH:20]=[CH:19][C:18](SC)=[CH:17][CH:16]=4)[C:11]=3[CH:23]=2)=[N:4][N:3]=1.Cl[C:25]1C=CC=C(C(OO)=O)C=1.[S:35]([O-:39])([O-])(=[O:37])=S.[Na+].[Na+]>ClCCl>[CH3:1][C:2]1[O:6][C:5]([C:7]2[CH:8]=[CH:9][C:10]3[N:14]=[CH:13][N:12]([C:15]4[CH:20]=[CH:19][C:18]([S:35]([CH3:25])(=[O:39])=[O:37])=[CH:17][CH:16]=4)[C:11]=3[CH:23]=2)=[N:4][N:3]=1 |f:2.3.4|. Reported procedure: To a solution of 6-(5-methyl-1,3,4-oxadiazol-2-yl)-1-[4-(methylthio)phenyl]-1H-benzimidazole (322 mg, 1.00 mmol) in dichloromethane (10 mL) was added m-chloroperbenzoic acid (479 mg, 2.00 mmol) at 0° C., and the resulting mixture was stirred at room temperature for 1 hr. A saturated aqueous sodium thiosulfate solution was added to the reaction mixture, and the mixture was stirred for 1 hr. The organic layer was separated, washed with saturated aqueous sodium hydrogen carbonate solution and satur... Starting materials: CC[O-], O=C(O)c1cccnc1Cl, [Na+], [Na+], [OH-], O, NCCSCc1nccs1. Product: O=C(O)c1cccnc1NCCSCc1nccs1. As a reaction SMILES: [CH3:12][CH2:13][O-:14].[Cl:15][c:16]1[n:17][cH:18][cH:19][cH:20][c:21]1[C:22](=[O:23])[OH:24].[Na+:11].[Na+:26].[OH-:25].[OH2:27].[s:1]1[c:2]([CH2:6][S:7][CH2:8][CH2:9][NH2:10])[n:3][cH:4][cH:5]1>>[s:1]1[c:2]([CH2:6][S:7][CH2:8][CH2:9][NH:10][c:16]2[n:17][cH:18][cH:19][cH:20][c:21]2[C:22](=[O:23])[OH:24])[n:3][cH:4][cH:5]1. Starting materials: Oc1ccc(Br)c2c1Sc1ccccc1S2, COCCl, [H-], [Na+], CN(C)C=O, O. Yields the product COCOc1ccc(Br)c2c1Sc1ccccc1S2. As a reaction SMILES: [Br:1][c:2]1[cH:3][cH:4][c:5]([OH:16])[c:6]2[c:15]1[S:14][c:13]1[c:8]([cH:9][cH:10][cH:11][cH:12]1)[S:7]2.[Cl:19][CH2:20][O:21][CH3:22].[H-:18].[Na+:17].[O:24]=[CH:25][N:26]([CH3:27])[CH3:28].[OH2:23]>>[Br:1][c:2]1[cH:3][cH:4][c:5]([O:16][CH2:20][O:21][CH3:22])[c:6]2[c:15]1[S:14][c:13]1[c:8]([cH:9][cH:10][cH:11][cH:12]1)[S:7]2.